Dataset: the Open Reaction Database (ORD), a public repository of structured organic reaction records. Task: describe an organic reaction: reactants, conditions, products, and yield Reactants: COC1=CC(=C(C=C1)N=CCOC(C)=O)[N+](=O)[O-] ([(4-methoxy-2-nitrophenyl)imino]ethyl-acetate). Reagents/catalysts: [Pd] (palladium on carbon). The solvent is ClCCl (dichloromethane), CO (methanol). Conditions: time 3 hour. Product: COC1=CC=C2NCC(NC2=C1)=O (7-methoxy-3,4-dihydroquinoxalin-2(1H)-one). Reaction SMILES: [CH3:1][O:2][C:3]1[CH:8]=[CH:7][C:6]([N:9]=[CH:10][CH2:11][O:12]C(=O)C)=[C:5]([N+:16]([O-])=O)[CH:4]=1>CO.[Pd].ClCCl>[CH3:1][O:2][C:3]1[CH:4]=[C:5]2[C:6]([NH:9][CH2:10][C:11](=[O:12])[NH:16]2)=[CH:7][CH:8]=1. Procedure: The obtained [(4-methoxy-2-nitrophenyl)imino]ethyl-acetate crude product was dissolved in methanol (30 ml) and 10% palladium on carbon (50% wet, 1.20 g) was added thereto and the mixture was stirred at room temperature for 3 hours under a hydrogen gas atmosphere. The catalyst was removed by filtration using celite and the filtrate was concentrated under reduced pressure to yield 1.733 g of a crude product of 7-methoxy-3,4-dihydroquinoxalin-2(1H)-one. In dichloromethane (12 ml) was dissolved 518 ... The reactants are C1(=CC=CC=C1)C=1C=CC2=C(C(=CO2)C2=CC=C(C(=O)O)C=C2)C1 (4-(5-phenylbenzofuran-3-yl)benzoic acid), [N+](=O)([N+](=O)[O-])[O-] (dinitrogen tetraoxide), C(C)(=O)O (acetic acid). Solvent: ClCCl (dichloromethane). Yields the product [N+](=O)([O-])C=1OC2=C(C1C1=CC=C(C(=O)O)C=C1)C=C(C=C2)C2=CC=CC=C2 (4-(2-nitro-5-phenylbenzofuran-3-yl)benzoic acid). RXN SMILES: [C:1]1([C:7]2[CH:8]=[CH:9][C:10]3[O:14][CH:13]=[C:12]([C:15]4[CH:23]=[CH:22][C:18]([C:19]([OH:21])=[O:20])=[CH:17][CH:16]=4)[C:11]=3[CH:24]=2)[CH:6]=[CH:5][CH:4]=[CH:3][CH:2]=1.[N+:25]([O-:30])([N+]([O-])=O)=[O:26].C(O)(=O)C>ClCCl>[N+:25]([C:13]1[O:14][C:10]2[CH:9]=[CH:8][C:7]([C:1]3[CH:2]=[CH:3][CH:4]=[CH:5][CH:6]=3)=[CH:24][C:11]=2[C:12]=1[C:15]1[CH:16]=[CH:17][C:18]([C:19]([OH:21])=[O:20])=[CH:22][CH:23]=1)([O-:30])=[O:26]. Procedure: A mixture of 3.2 g. of the product of step D, 2 g. of dinitrogen tetraoxide, 1 ml. of acetic acid and 200 ml. of dichloromethane is stirred at 20° C. for 16 hours, washed with water and evaporated. The residue is treated with cold 5 percent sodium hydroxide solution, then acidified with 6N hydrochloric acid. The solid residue is separated and recrystallized from N,N-dimethylformamide to provide 4-(2-nitro-5-phenylbenzofuran-3-yl)benzoic acid, m.p. 235°-249° C. RXN SMILES: [C:1]([C:3]([C:11]1[S:12][CH:13]=[CH:14][CH:15]=1)([CH:8]([CH3:10])[CH3:9])[CH2:4][CH2:5][CH2:6]I)#[N:2].[I-].[C:17]([CH2:19][CH2:20][N:21]([C@H:29]1[CH2:33][CH2:32][NH:31][CH2:30]1)[CH2:22][C:23]1[CH:28]=[CH:27][CH:26]=[CH:25][CH:24]=1)#[N:18]>>[C:1]([C:3]([C:11]1[S:12][CH:13]=[CH:14][CH:15]=1)([CH:8]([CH3:10])[CH3:9])[CH2:4][CH2:5][CH2:6][N:31]1[CH2:32][CH2:33][C@H:29]([N:21]([CH2:20][CH2:19][C:17]#[N:18])[CH2:22][C:23]2[CH:24]=[CH:25][CH:26]=[CH:27][CH:28]=2)[CH2:30]1)#[N:2]. Reactants: C(#N)C(CCCI)(C(C)C)C=1SC=CC1 (4-cyano-4-(2-thienyl)-5-methylhexyl iodide), [I-] (iodide), alcohol, Example 77 ( 1 ), [I-] (iodide), C(#N)CCN(CC1=CC=CC=C1)[C@@H]1CNCC1 ((3S)-3-[N-(2-cyanoethyl)-N-benzylamino]pyrrolidine), C(#N)CCN(CC1=CC=CC=C1)[C@@H]1CNCC1 ((3S)-3-[N-(2-Cyanoethyl)-N-benzylamino]pyrrolidine). Reported procedure: Optically active body, 4-cyano-4-(2-thienyl)-5-methylhexyl iodide (iodide D (optically active body)) was synthesized from the alcohol A in accordance with Example 77 (1). The title compound was synthesized in accordance with Example 75 from the iodide D and (3S)-3-[N-(2-cyanoethyl)-N-benzylamino]pyrrolidine of “Synthetic method A” (1) (1) of Example 175. The physico-chemical data of the title compound was as below. The product is C(#N)C(CCCN1C[C@H](CC1)N(CC1=CC=CC=C1)CCC#N)(C(C)C)C=1SC=CC1 (1-[4-cyano-4-(2-thienyl)-5-methylhexyl]-(3s)-3-[N-(2-cyanoethyl)-N-Benzylamino]pyrrolidine).